The task is: describe an organic reaction: reactants, conditions, products, and yield. This data is from the Open Reaction Database (ORD), a public repository of structured organic reaction records. The reactants are COC(CC=1C2=C(SC1)C=C(C=C2)O)=O ((6-Hydroxy-benzo[b]thiophen-3-yl)acetic acid methyl ester), COC(=O)C=1OC2=C(C1)C=C(C=C2)SCC2=C(N=C(S2)C2=CC=C(C=C2)C(F)(F)F)C (5-[4-Methyl-2-(4-trifluoromethyl-phenyl)-thiazol-5-ylmethylsulfanyl]-benzofuran-2-carboxylic acid methyl ester). Product: COC(CC=1C2=C(SC1)C=C(C=C2)OCC2=C(N=C(S2)C2=CC=C(C=C2)C(F)(F)F)C)=O ({6-[4-Methyl-2-(4-trifluoromethyl-phenyl)-thiazol-5-ylmethoxy]-benzo[b]thiophen-3-yl}-acetic acid methyl ester). RXN SMILES: [CH3:1][O:2][C:3](=[O:15])[CH2:4][C:5]1[C:6]2[CH:13]=[CH:12][C:11]([OH:14])=[CH:10][C:7]=2[S:8][CH:9]=1.COC(C1OC2C=CC(S[CH2:30][C:31]3[S:35][C:34]([C:36]4[CH:41]=[CH:40][C:39]([C:42]([F:45])([F:44])[F:43])=[CH:38][CH:37]=4)=[N:33][C:32]=3[CH3:46])=CC=2C=1)=O>>[CH3:1][O:2][C:3](=[O:15])[CH2:4][C:5]1[C:6]2[CH:13]=[CH:12][C:11]([O:14][CH2:30][C:31]3[S:35][C:34]([C:36]4[CH:37]=[CH:38][C:39]([C:42]([F:45])([F:43])[F:44])=[CH:40][CH:41]=4)=[N:33][C:32]=3[CH3:46])=[CH:10][C:7]=2[S:8][CH:9]=1. Procedure details: The title compound was prepared from compound 23C in a manner analogous to compound 6E. MS m/z 478 (M+1). Reactants: CC1=C(C(=NO1)C1=CC=CC=C1)CO ((5-methyl-3-phenyl-isoxazol-4-yl)-methanol), [H-].[Na+] (sodium hydride), ClC=1C=CC=2N(N1)C=NN2 (6-chloro-1,2,4-triazolo[4,3-b]pyridazine). The solvent is CN(C)C=O (DMF). Reaction conditions: time 15 minute. Yields the product CC1=C(C(=NO1)C1=CC=CC=C1)COC=1C=CC=2N(N1)C=NN2 (6-(5-Methyl-3-phenyl-isoxazol-4-ylmethoxy)-[1,2,4]triazolo[4,3-b]pyridazine). The yield is 49.1%. Reaction SMILES: [CH3:1][C:2]1[O:6][N:5]=[C:4]([C:7]2[CH:12]=[CH:11][CH:10]=[CH:9][CH:8]=2)[C:3]=1[CH2:13][OH:14].[H-].[Na+].Cl[C:18]1[CH:19]=[CH:20][C:21]2[N:22]([CH:24]=[N:25][N:26]=2)[N:23]=1>CN(C=O)C>[CH3:1][C:2]1[O:6][N:5]=[C:4]([C:7]2[CH:12]=[CH:11][CH:10]=[CH:9][CH:8]=2)[C:3]=1[CH2:13][O:14][C:18]1[CH:19]=[CH:20][C:21]2[N:22]([CH:24]=[N:25][N:26]=2)[N:23]=1 |f:1.2|. Procedure details: To a solution of (5-methyl-3-phenyl-isoxazol-4-yl)-methanol (100 mg, 0.53 mmol) in DMF (2 mL) was added sodium hydride (55% dispersion in mineral oil, 25.4 mg, 0.58 mmol). The mixture was stirred at room temperature for 15 min. After addition of 6-chloro-1,2,4-triazolo[4,3-b]pyridazine (90 mg, 0.58 mmol) the mixture was stirred at room temperature for another 2 h. Then the mixture was evaporated, extracted (ethyl acetate/water) and the organic phase was dried with sodium sulfate and concentrated... Starting materials: CC=1NC2=CC=C(C=C2C1CCN1CCN(CC1)C1=CC=CC=C1)C(F)(F)F (2-Methyl-5-trifluoromethyl-3-[2-(4-phenyl-1-piperazinyl)ethyl]indole), [OH-].[Na+] (sodium hydroxide), FC(C(=O)O)(F)F (trifluoroacetic acid), C(C)[SiH](CC)CC (triethylsilane). Run at temperature 50 celsius. Product: C[C@@H]1NC2=CC=C(C=C2[C@@H]1CCN1CCN(CC1)C1=CC=CC=C1)C(F)(F)F (cis-2-methyl-5-trifluoromethyl-3-[2-(4-phenyl-1-piperazinyl)ethyl]indoline). Reaction SMILES: [CH3:1][C:2]1[NH:3][C:4]2[C:9]([C:10]=1[CH2:11][CH2:12][N:13]1[CH2:18][CH2:17][N:16]([C:19]3[CH:24]=[CH:23][CH:22]=[CH:21][CH:20]=3)[CH2:15][CH2:14]1)=[CH:8][C:7]([C:25]([F:28])([F:27])[F:26])=[CH:6][CH:5]=2.FC(F)(F)C(O)=O.C([SiH](CC)CC)C.[OH-].[Na+]>>[CH3:1][C@H:2]1[C@@H:10]([CH2:11][CH2:12][N:13]2[CH2:14][CH2:15][N:16]([C:19]3[CH:20]=[CH:21][CH:22]=[CH:23][CH:24]=3)[CH2:17][CH2:18]2)[C:9]2[C:4](=[CH:5][CH:6]=[C:7]([C:25]([F:28])([F:26])[F:27])[CH:8]=2)[NH:3]1 |f:3.4|. Procedure details: To a stirred solution of 1.2 g. of the product of Example 12 and 30 ml. of trifluoroacetic acid, heated to 50° C. is added 3.0 ml. of triethylsilane. This solution is stirred and heated at 50° C. for 96 hours. The reaction mixture is poured onto chopped ice and 50 ml. of 10 N sodium hydroxide. Then the aqueous mixture is extracted with chloroform. The chloroform solution is dried over magnesium sulfate and concentrated under reduced pressure to yield cis-2-methyl-5-trifluoromethyl-3-[2-(4-phenyl... The yield is 52.8%. Reactants: C([O-])([O-])=O.[K+].[K+] (potassium carbonate), O (water), C1(=CC=CC=C1)S (thiophenol), CON=C(C(=O)OC)C1=C(C=CC=C1)CBr (methyl 2-(bromomethyl)-phenylglyoxylate O-methyloxime). Reaction SMILES: [C:1]1([SH:7])[CH:6]=[CH:5][CH:4]=[CH:3][CH:2]=1.[CH3:8][O:9][N:10]=[C:11]([C:16]1[CH:21]=[CH:20][CH:19]=[CH:18][C:17]=1[CH2:22]Br)[C:12]([O:14][CH3:15])=[O:13].C(=O)([O-])[O-].[K+].[K+].O>CC(C)=O.[I-].[K+]>[CH3:8][O:9][N:10]=[C:11]([C:16]1[CH:21]=[CH:20][CH:19]=[CH:18][C:17]=1[CH2:22][S:7][C:1]1[CH:6]=[CH:5][CH:4]=[CH:3][CH:2]=1)[C:12]([O:14][CH3:15])=[O:13] |f:2.3.4,7.8|. Procedure: 1.5 g (0.014 mole) of thiophenol and 4 g (0.014 mole) of methyl 2-(bromomethyl)-phenylglyoxylate O-methyloxime (Method 3) are dissolved in 100 ml of acetone. 2.2 g of potassium carbonate and 0.1 g of potassium iodide are added. The stirred mixture is refluxed for 17 hours and then cooled, after which 100 ml of water are added. The aqueous phase is extracted with methylene chloride and the extract is dried over sodium sulfate and evaporated down. The crude product is crystallized by trituration w... Solvent: CC(=O)C (acetone). Reagents/catalysts: [I-].[K+] (potassium iodide). Product: CON=C(C(=O)OC)C1=C(C=CC=C1)CSC1=CC=CC=C1 (methyl 2-(phenylthiomethvl-)-phenylglyoxylate O-methyloxime). Starting materials: COC=1C(=NC=CC1)C(=O)[O-].[Na+] (sodium 3-methoxypyridine-2-carboxylate), COC=1C(=NC=CC1)C(=O)[O-].[Na+] (sodium 3-methoxypyridine-2-carboxylate), C(C(=O)Cl)(=O)Cl (oxalyl chloride). Reagents/catalysts: CN(C)C=O (DMF). Solvent: ClCCl (dichloromethane), N1=CC=CC=C1 (pyridine). Conditions: time 10 minute. Yields the product COC=1C(=NC=CC1)C(=O)Cl (3-Methoxypyridine-2-carbonyl chloride). The yield is 28.3%. As a reaction SMILES: [CH3:1][O:2][C:3]1[C:4]([C:9]([O-:11])=O)=[N:5][CH:6]=[CH:7][CH:8]=1.[Na+].C(Cl)(=O)C([Cl:16])=O>ClCCl.N1C=CC=CC=1.CN(C=O)C>[CH3:1][O:2][C:3]1[C:4]([C:9]([Cl:16])=[O:11])=[N:5][CH:6]=[CH:7][CH:8]=1 |f:0.1|. Procedure details: To a stirred suspension of sodium 3-methoxypyridine-2-carboxylate (Intermediate 94, ˜3.3 mmol) in dichloromethane (10 ml) and pyridine (5 ml) at 0 C (ice-bath) was added dropwise oxalyl chloride (0.58 ml, 6.6 mmol). The mixture was stirred 10 minutes, then DMF (1 drop) was added. The mixture was warmed to room temperature and stirred 2 h then concentrated under vacuum. The residue was dissolved in dichloromethane (10 ml) and filtered through a plug of cotton wool. The filtrate was concentrated u... The reactants are O (water), [H-].[Na+] (Sodium hydride), N1=C(C=CC2=CC=CC=C12)CO (2-quinolylmethanol), ClC1=CC=C(C=N1)C(=O)OC (methyl 6-chloro-3-pyridinecarboxylate). Run in CN(C=O)C (N,N-dimethylformamide). Conditions: time 1 hour. The product is N1=C(C=CC2=CC=CC=C12)COC1=NC=C(C=C1)CO (2-(2-quinolylmethoxy)-5-pyridylmethanol). The yield is 50.5%. RXN SMILES: [H-].[Na+].[N:3]1[C:12]2[C:7](=[CH:8][CH:9]=[CH:10][CH:11]=2)[CH:6]=[CH:5][C:4]=1[CH2:13][OH:14].Cl[C:16]1[N:21]=[CH:20][C:19]([C:22](OC)=[O:23])=[CH:18][CH:17]=1.O>CN(C)C=O>[N:3]1[C:12]2[C:7](=[CH:8][CH:9]=[CH:10][CH:11]=2)[CH:6]=[CH:5][C:4]=1[CH2:13][O:14][C:16]1[CH:17]=[CH:18][C:19]([CH2:22][OH:23])=[CH:20][N:21]=1 |f:0.1|. Procedure: Sodium hydride (60%, oily, 1.58 g) was added to a solution of 2-quinolylmethanol (6.29 g) and methyl 6-chloro-3-pyridinecarboxylate (6.78 g) in N,N-dimethylformamide (100 ml) at 0° C., and the mixture was stirred for 1 hour. The reaction mixture was poured into water, which was extracted with ethyl acetate. The ethyl acetate layer was washed with saturated aqueous sodium chloride solution, dried (MgSO4), and concentrated. Lithium aluminium hydride (1.50 g) was added to a solution of the residue ... Starting materials: NC1=C(C=C(C=N1)C1CS(CC1)(=O)=O)Br (3-(6-amino-5-bromopyridin-3-yl)tetrahydrothiophene 1,1-dioxide), C(C1=CC=CC=C1)NC(=O)C1=C(C=C(C=C1)B(O)O)F (4-(benzylcarbamoyl)-3-fluorophenylboronic acid), C(=O)([O-])[O-].[Na+].[Na+] (Na2CO3), COCCOC (DME), ( mm ). The reagents and catalysts are C1=CC=C(C=C1)P([C-]2C=CC=C2)C3=CC=CC=C3.C1=CC=C(C=C1)P([C-]2C=CC=C2)C3=CC=CC=C3.Cl[Pd]Cl.[Fe+2].C(Cl)Cl (PdCl2(dppf) DCM). The solvent is CO (MeOH). Run at temperature 105 celsius. Product: NC1=NC=C(C=C1C1=CC(=C(C(=O)NCC2=CC=CC=C2)C=C1)F)[C@H]1CS(CC1)(=O)=O ((S)-4-(2-amino-5-(1,1-dioxidotetrahydrothiophen-3-yl)pyridin-3-yl)-N-benzyl-2-fluorobenzamide), NC1=NC=C(C=C1C1=CC(=C(C(=O)NCC2=CC=CC=C2)C=C1)F)[C@@H]1CS(CC1)(=O)=O ((R)-4-(2-amino-5-(1,1-dioxidotetrahydrothiophen-3-yl)pyridin-3-yl)-N-benzyl-2-fluorobenzamide). As a reaction SMILES: [NH2:1][C:2]1[N:7]=[CH:6][C:5]([CH:8]2[CH2:12][CH2:11][S:10](=[O:14])(=[O:13])[CH2:9]2)=[CH:4][C:3]=1Br.[CH2:16]([NH:23][C:24]([C:26]1[CH:31]=[CH:30][C:29](B(O)O)=[CH:28][C:27]=1[F:35])=[O:25])[C:17]1[CH:22]=[CH:21][CH:20]=[CH:19][CH:18]=1.C([O-])([O-])=O.[Na+].[Na+].COCCOC>C1C=CC(P(C2C=CC=CC=2)[C-]2C=CC=C2)=CC=1.C1C=CC(P(C2C=CC=CC=2)[C-]2C=CC=C2)=CC=1.Cl[Pd]Cl.[Fe+2].C(Cl)Cl.CO>[NH2:1][C:2]1[C:3]([C:29]2[CH:30]=[CH:31][C:26]([C:24]([NH:23][CH2:16][C:17]3[CH:18]=[CH:19][CH:20]=[CH:21][CH:22]=3)=[O:25])=[C:27]([F:35])[CH:28]=2)=[CH:4][C:5]([C@@H:8]2[CH2:12][CH2:11][S:10](=[O:14])(=[O:13])[CH2:9]2)=[CH:6][N:7]=1.[NH2:1][C:2]1[C:3]([C:29]2[CH:30]=[CH:31][C:26]([C:24]([NH:23][CH2:16][C:17]3[CH:18]=[CH:19][CH:20]=[CH:21][CH:22]=3)=[O:25])=[C:27]([F:35])[CH:28]=2)=[CH:4][C:5]([C@H:8]2[CH2:12][CH2:11][S:10](=[O:14])(=[O:13])[CH2:9]2)=[CH:6][N:7]=1 |f:2.3.4,6.7.8.9.10|. Procedure: To a microwave reactor was charged with 3-(6-amino-5-bromopyridin-3-yl)tetrahydrothiophene 1,1-dioxide (50 mg, 0.172 mmol), 4-(benzylcarbamoyl)-3-fluorophenylboronic acid (94 mg, 0.343 mmol), 2 M aqueous Na2CO3 (0.34 mL) and PdCl2(dppf)-DCM adduct (14 mg) and DME (3 mL) were charged in a microwave vial and the mixture was purged with Argon, sealed and heated at 105° C. for 20 min. The DME layer of the reaction mixture was collected, concentrated under reduced pressure and the residue was redisso...